From a dataset of the Open Reaction Database (ORD), a public repository of structured organic reaction records. describe an organic reaction: reactants, conditions, products, and yield Starting materials: O=C(Cl)c1ccccc1, O=C([O-])O, COC(=O)C(N)C(C)O, CCOC(C)=O, Cl, [Na+], O. Yields the product COC(=O)C(NC(=O)c1ccccc1)C(C)O. As a reaction SMILES: [C:1]([c:2]1[cH:3][cH:4][cH:5][cH:6][cH:7]1)(=[O:8])[Cl:9].[C:20](=[O:21])([OH:22])[O-:23].[CH3:10][O:11][C:12]([CH:13]([NH2:14])[CH:15]([OH:16])[CH3:17])=[O:18].[CH3:25][CH2:26][O:27][C:28](=[O:29])[CH3:30].[ClH:19].[Na+:24].[OH2:31]>>[C:1]([c:2]1[cH:3][cH:4][cH:5][cH:6][cH:7]1)(=[O:8])[NH:14][CH:13]([C:12]([O:11][CH3:10])=[O:18])[CH:15]([OH:16])[CH3:17]. Starting materials: BrB(Br)Br, O=C(NCC(=O)N1CCC(Nc2ccccc2Cl)CC1)c1cc(-c2cccc(OCc3ccccc3)c2)[nH]n1, ClCCl, O. Product: O=C(NCC(=O)N1CCC(Nc2ccccc2Cl)CC1)c1cc(-c2cccc(O)c2)[nH]n1. RXN SMILES: [B:40]([Br:41])([Br:42])[Br:43].[Cl:1][c:2]1[c:3]([NH:8][CH:9]2[CH2:10][CH2:11][N:12]([C:15]([CH2:16][NH:17][C:18](=[O:19])[c:20]3[n:21][nH:22][c:23](-[c:25]4[cH:26][c:27]([O:31][CH2:32][c:33]5[cH:34][cH:35][cH:36][cH:37][cH:38]5)[cH:28][cH:29][cH:30]4)[cH:24]3)=[O:39])[CH2:13][CH2:14]2)[cH:4][cH:5][cH:6][cH:7]1.[Cl:45][CH2:46][Cl:47].[OH2:44]>>[Cl:1][c:2]1[c:3]([NH:8][CH:9]2[CH2:10][CH2:11][N:12]([C:15]([CH2:16][NH:17][C:18](=[O:19])[c:20]3[n:21][nH:22][c:23](-[c:25]4[cH:26][c:27]([OH:31])[cH:28][cH:29][cH:30]4)[cH:24]3)=[O:39])[CH2:13][CH2:14]2)[cH:4][cH:5][cH:6][cH:7]1. Starting materials: CCOc1nc(C(C)(C)C)ncc1C1=NC(C)(c2ccc(Cl)cc2)C(C)(c2ccc(Cl)cc2)N1C(=O)Cl, CN(C)C(=O)CN1CCNCC1. Yields the product CCOc1nc(C(C)(C)C)ncc1C1=NC(C)(c2ccc(Cl)cc2)C(C)(c2ccc(Cl)cc2)N1C(=O)N1CCN(CC(=O)N(C)C)CC1. Reaction SMILES: [C:1]([CH3:2])([CH3:3])([CH3:4])[c:5]1[n:6][cH:7][c:8]([C:14]2=[N:18][C:17]([CH3:19])([c:20]3[cH:21][cH:22][c:23]([Cl:26])[cH:24][cH:25]3)[C:16]([CH3:27])([c:28]3[cH:29][cH:30][c:31]([Cl:34])[cH:32][cH:33]3)[N:15]2[C:35](=[O:36])[Cl:37])[c:9]([O:11][CH2:12][CH3:13])[n:10]1.[CH3:38][N:39]([C:40]([CH2:41][N:42]1[CH2:43][CH2:44][NH:45][CH2:46][CH2:47]1)=[O:48])[CH3:49]>>[C:1]([CH3:2])([CH3:3])([CH3:4])[c:5]1[n:6][cH:7][c:8]([C:14]2=[N:18][C:17]([CH3:19])([c:20]3[cH:21][cH:22][c:23]([Cl:26])[cH:24][cH:25]3)[C:16]([CH3:27])([c:28]3[cH:29][cH:30][c:31]([Cl:34])[cH:32][cH:33]3)[N:15]2[C:35](=[O:36])[N:45]2[CH2:44][CH2:43][N:42]([CH2:41][C:40]([N:39]([CH3:38])[CH3:49])=[O:48])[CH2:47][CH2:46]2)[c:9]([O:11][CH2:12][CH3:13])[n:10]1. Starting materials: ClCCl, Nc1ccc(C2CC(=O)NC(=O)C2)cc1, O=C1CCC(=O)N1Br. Yields the product Nc1ccc(C2CC(=O)NC(=O)C2)cc1Br. As a reaction SMILES: [Cl:24][CH2:25][Cl:26].[NH2:1][c:2]1[cH:3][cH:4][c:5]([CH:8]2[CH2:9][C:10](=[O:15])[NH:11][C:12](=[O:14])[CH2:13]2)[cH:6][cH:7]1.[O:16]=[C:17]1[N:18]([Br:23])[C:19](=[O:20])[CH2:21][CH2:22]1>>[NH2:1][c:2]1[cH:3][cH:4][c:5]([CH:8]2[CH2:9][C:10](=[O:15])[NH:11][C:12](=[O:14])[CH2:13]2)[cH:6][c:7]1[Br:23]. The reactants are C(C)OC(C(=O)NC=1C(=CC(=C2C=CC=NC12)Br)[N+](=O)[O-])=O ([(5-Bromo-7-nitro-8-quinolinyl)amino]oxo-acetic acid ethyl ester), [H][H] (hydrogen). Reagents/catalysts: [Pd] (Pd/C). Run in C(C)(=O)O (acetic acid). Product: N1C(C(NC=2C=CC3=C(C12)NCCC3)=O)=O (1,4,7,8,9,10-Hexahydro-pyrido[2,3-f]quinoxaline-2,3-dione). Isolated yield 44.3%. As a reaction SMILES: C([O:3][C:4](=O)[C:5]([NH:7][C:8]1[C:9]([N+:19]([O-])=O)=[CH:10][C:11](Br)=[C:12]2[C:17]=1[N:16]=[CH:15][CH:14]=[CH:13]2)=[O:6])C.[H][H]>C(O)(=O)C.[Pd]>[NH:7]1[C:8]2[C:17]3[NH:16][CH2:15][CH2:14][CH2:13][C:12]=3[CH:11]=[CH:10][C:9]=2[NH:19][C:4](=[O:3])[C:5]1=[O:6]. Procedure: A solution of the product from Example 83 (1 g, 2.7 mmol) in 250 mL acetic acid was treated with 20% Pd/C (0.1 g) and shaken on a Parr apparatus under 52 psi hydrogen gas for 21 hours. After removal of the catalyst, the solvent was evaporated but gave negligible material. The catalyst/celite was washed two times with 1 N HCl, and the aqueous solution was basified with sodium bicarbonate. The precipitate was collected by filtration, dried and then recrystallized from methanol/dimethylformamide to... Reactants: O=Cc1cccc(Br)n1, OCCCO, [Li]CCCC, C[Sn](C)(C)Cl, CCCCCC, O. As a reaction SMILES: [Br:1][c:2]1[cH:3][cH:4][cH:5][c:6]([CH:8]=[O:9])[n:7]1.[CH2:10]([CH2:11][CH2:12][OH:13])[OH:14].[CH3:15][CH2:16][CH2:17][CH2:18][Li:19].[CH3:20][Sn:21]([Cl:22])([CH3:23])[CH3:24].[CH3:25][CH2:26][CH2:27][CH2:28][CH2:29][CH3:30].[OH2:31]>>[Br:1][c:2]1[cH:3][cH:4][cH:5][c:6]([CH:8]2[O:9][CH2:10][CH2:11][CH2:12][O:13]2)[n:7]1. Product: Brc1cccc(C2OCCCO2)n1. Reactants: FC1=C(CN2C=C(C=3C2=CN=C(C3)C(=O)OC)CSC3=CC=CC=C3)C=CC(=C1)F (Methyl 1-(2,4-difluorobenzyl)-3-[(phenylthio)methyl]-1H-pyrrolo[2,3-c]pyridine-5-carboxylate), COC(C)O (methoxyethanol), CN(C)C=O (DMF), CCN(C(C)C)C(C)C (i-Pr2NEt). Run at temperature 40 celsius, time 24 hour. Product: FC1=C(CN2C=C(C=3C2=CN=C(C3)C(=O)OC)COCCOC)C=CC(=C1)F (methyl 1-(2,4-difluorobenzyl)-3-[(2-methoxyethoxy)methyl]-1H-pyrrolo[2,3-c]pyridine-5-carboxylate). Isolated yield 77.0%. As a reaction SMILES: [F:1][C:2]1[CH:29]=[C:28]([F:30])[CH:27]=[CH:26][C:3]=1[CH2:4][N:5]1[C:9]2=[CH:10][N:11]=[C:12]([C:14]([O:16][CH3:17])=[O:15])[CH:13]=[C:8]2[C:7]([CH2:18]SC2C=CC=CC=2)=[CH:6]1.[CH3:31][O:32][CH:33](O)[CH3:34].CCN(C(C)C)C(C)C.CN(C=[O:49])C>>[F:1][C:2]1[CH:29]=[C:28]([F:30])[CH:27]=[CH:26][C:3]=1[CH2:4][N:5]1[C:9]2=[CH:10][N:11]=[C:12]([C:14]([O:16][CH3:17])=[O:15])[CH:13]=[C:8]2[C:7]([CH2:18][O:49][CH2:34][CH2:33][O:32][CH3:31])=[CH:6]1. Procedure: To a solution of methyl 3-(chloromethyl)-1-(2,4-difluorobenzyl)-1H-pyrrolo[2,3-c]pyridine-5-carboxylate (3 mL, 0.197M in CH2Cl2, 0.591 mmol) [prepared as described in step 2 of example 40] in anhydrous DMF (5 mL) was added methoxyethanol (0.25 g, 3.29 mmol, 0.26 mL, 5.5 eq.) followed by i-Pr2NEt (0.407 g, 3.14 mmol, 0.55 mL, 4 eq.). The mixture, under nitrogen, was placed in an oil bath and the bath was warmed to 40° C. After stirring for 24 hours (40° C.) the reaction was judged to by complete ...